Dataset: the Open Reaction Database (ORD), a public repository of structured organic reaction records. Task: describe an organic reaction: reactants, conditions, products, and yield Yields the product CCc1cc(C(=O)OC)c(N(CCCC(=O)OC)C(=O)OC(C)C)cc1C(F)(F)F. Reaction SMILES: [C:32](=[O:33])([O-:34])[O-:35].[CH3:1][O:2][C:3]([CH2:4][CH2:5][CH2:6][Br:7])=[O:8].[CH3:38][N:39]([CH3:40])[CH:41]=[O:42].[CH3:9][O:10][C:11]([c:12]1[c:13]([NH:24][C:25](=[O:26])[O:27][CH:28]([CH3:29])[CH3:30])[cH:14][c:15]([C:20]([F:21])([F:22])[F:23])[c:16]([CH2:18][CH3:19])[cH:17]1)=[O:31].[Cs+:36].[Cs+:37]>>[CH3:1][O:2][C:3]([CH2:4][CH2:5][CH2:6][N:24]([c:13]1[c:12]([C:11]([O:10][CH3:9])=[O:31])[cH:17][c:16]([CH2:18][CH3:19])[c:15]([C:20]([F:21])([F:22])[F:23])[cH:14]1)[C:25](=[O:26])[O:27][CH:28]([CH3:29])[CH3:30])=[O:8]. Starting materials: O=C([O-])[O-], COC(=O)CCCBr, CN(C)C=O, CCc1cc(C(=O)OC)c(NC(=O)OC(C)C)cc1C(F)(F)F, [Cs+], [Cs+]. The reactants are O=S1(N=C(NC2=C1C=CC=C2)C2=C(C1=C(N(C2=O)N=CC(C)C)C=CS1)O)=O (6-(1,1-dioxido-4H-1,2,4-benzothiadiazin-3-yl)-7-hydroxy-4-{[2-methylpropylidene]amino}thieno[3,2-b]pyridin-5(4H)-one), CO (methanol), solution, [BH4-].[Li+] (lithium borohydride), Cl (hydrochloric acid). Solvent: O1CCCC1 (tetrahydrofuran), O1CCCC1 (tetrahydrofuran), O (water). Reaction conditions: temperature 25 celsius, time 1 hour. Product: O=S1(N=C(NC2=C1C=CC=C2)C2=C(C1=C(N(C2=O)NCC=2C=C(C#N)C=CC2)C=CS1)O)=O (3-({[6-(1,1-dioxido-4H-1,2,4-benzothiadiazin-3-yl)-7-hydroxy-5-oxothieno[3,2-b]pyridin-4(5H)-yl]amino}methyl)benzonitrile). Reaction SMILES: [O:1]=[S:2]1(=[O:28])[C:7]2[CH:8]=[CH:9][CH:10]=[CH:11][C:6]=2[NH:5][C:4]([C:12]2[C:17](=[O:18])[N:16]([N:19]=[CH:20][CH:21]([CH3:23])[CH3:22])[C:15]3[CH:24]=[CH:25][S:26][C:14]=3[C:13]=2[OH:27])=[N:3]1.CO.[BH4-].[Li+].Cl>O1CCCC1.O>[O:28]=[S:2]1(=[O:1])[C:7]2[CH:8]=[CH:9][CH:10]=[CH:11][C:6]=2[NH:5][C:4]([C:12]2[C:17](=[O:18])[N:16]([NH:19][CH2:20][C:21]3[CH:22]=[C:12]([CH:13]=[CH:14][CH:23]=3)[C:4]#[N:3])[C:15]3[CH:24]=[CH:25][S:26][C:14]=3[C:13]=2[OH:27])=[N:3]1 |f:2.3|. Procedure: The product of Example 269A (0.088 g, 0.19 mmol) in tetrahydrofuran (4 mL) and methanol (0.020 mL, 0.5 mmol) at 0° C. was treated dropwise with a 2.0M solution of lithium borohydride in tetrahydrofuran (0.150 mL, 0.3 mmol). The reaction was stirred at 25° C. for 1 hour, acidified with 1 M hydrochloric acid to pH of approximately 2-4, diluted with water (15 mL), and the resulting precipitate was collected by filtration and dried. The crude product was chromatographed on silica gel with 1% methano... Reactants: OOS(=O)[O-].[K+] (Oxone), O=C(C(CCCC)C1=CC=C(C=O)C=C1)N1CCCCC1 (4-(1-oxo-1-(piperidin-1-yl)hexan-2-yl)benzaldehyde). Run in CN(C)C=O (DMF). Conditions: time 16 hour. Product: O=C(C(CCCC)C1=CC=C(C(=O)O)C=C1)N1CCCCC1 (4-(1-oxo-1-(piperidin-1-yl)hexan-2-yl)benzoic acid). Yield: 64.0%. Reaction SMILES: [OH:1]OS([O-])=O.[K+].[O:7]=[C:8]([N:22]1[CH2:27][CH2:26][CH2:25][CH2:24][CH2:23]1)[CH:9]([C:14]1[CH:21]=[CH:20][C:17]([CH:18]=[O:19])=[CH:16][CH:15]=1)[CH2:10][CH2:11][CH2:12][CH3:13]>CN(C=O)C>[O:7]=[C:8]([N:22]1[CH2:27][CH2:26][CH2:25][CH2:24][CH2:23]1)[CH:9]([C:14]1[CH:15]=[CH:16][C:17]([C:18]([OH:1])=[O:19])=[CH:20][CH:21]=1)[CH2:10][CH2:11][CH2:12][CH3:13] |f:0.1|. Procedure: Oxone (257 mg, 0.42 mmol) was added to a stirred solution of 4-(1-oxo-1-(piperidin-1-yl)hexan-2-yl)benzaldehyde (100 mg, 0.35 mmol) in DMF (5 mL) and the resulting mixture was stirred at room temperature for 16 hours. The DMF was removed in vacuo and the resulting residue was purified by flash column chromatography (50% EtOAc/hexane, Rf=0.4) to afford the desired compound as a pale yellow solid (68 mg. 64%). MP=142° C. 1H NMR (400 MHz, CDCl3) 0.86 (t, J=7 Hz, 3H); 1.05 (m, 1H); 1.15 (m, 1H); 1.2... Reactants: COc1ccccc1C1=NC(C)(C)CO1, [Mg], C1CCOC1, BrCCCCCCCCc1ccccc1. Product: CC1(C)COC(c2ccccc2CCCCCCCCc2ccccc2)=N1. RXN SMILES: [CH3:17][O:18][c:19]1[c:20]([C:25]2=[N:29][C:28]([CH3:30])([CH3:31])[CH2:27][O:26]2)[cH:21][cH:22][cH:23][cH:24]1.[Mg:16].[O:32]1[CH2:33][CH2:34][CH2:35][CH2:36]1.[c:1]1([CH2:7][CH2:8][CH2:9][CH2:10][CH2:11][CH2:12][CH2:13][CH2:14][Br:15])[cH:2][cH:3][cH:4][cH:5][cH:6]1>>[c:1]1([CH2:7][CH2:8][CH2:9][CH2:10][CH2:11][CH2:12][CH2:13][CH2:14][c:19]2[c:20]([C:25]3=[N:29][C:28]([CH3:30])([CH3:31])[CH2:27][O:26]3)[cH:21][cH:22][cH:23][cH:24]2)[cH:2][cH:3][cH:4][cH:5][cH:6]1.